This data is from the Open Reaction Database (ORD), a public repository of structured organic reaction records. The task is: describe an organic reaction: reactants, conditions, products, and yield Starting materials: [N+](=O)([O-])C=1C=C2C=NC(=NC2=CC1)C1=CC2=C(OCO2)C=C1 (6-nitro-2-(1,3-benzodioxol-5-yl)-quinazoline), Cl[Sn]Cl (SnCl2). Solvent: C(C)O (ethanol). The product is NC=1C=C2C=NC(=NC2=CC1)C1=CC2=C(OCO2)C=C1 (6-amino-2-(1,3-benzodioxol-5-yl)-quinazoline). The yield is 63.4%. Reaction SMILES: [N+:1]([C:4]1[CH:5]=[C:6]2[C:11](=[CH:12][CH:13]=1)[N:10]=[C:9]([C:14]1[CH:22]=[CH:21][C:17]3[O:18][CH2:19][O:20][C:16]=3[CH:15]=1)[N:8]=[CH:7]2)([O-])=O.Cl[Sn]Cl>C(O)C>[NH2:1][C:4]1[CH:5]=[C:6]2[C:11](=[CH:12][CH:13]=1)[N:10]=[C:9]([C:14]1[CH:22]=[CH:21][C:17]3[O:18][CH2:19][O:20][C:16]=3[CH:15]=1)[N:8]=[CH:7]2. Procedure: A suspension of 6-nitro-2-(1,3-benzodioxol-5-yl)-quinazoline (37 g, 0.126 mol) and SnCl2 2H2O (117.2 g, 0.504 mol) in ethanol (500 ml) was heated at reflux for 1 h. After cooling to r.t., the solvent was removed i.v., chloroform was added and the mixture was basified with ammonia. The precipitate was filtered off and washed with chloroform. The filtrates were collected, washed with water and dried over Na2SO4. The solution was concentrated i.v., and the residue triturated with diisopropyl ether/... Starting materials: BrCCCCCC(=O)O (6-bromohexanoic acid), ClC=1C=C2C(=C(NC2=CC1)N1C=NC=C1)C (5-chloro-2-(1-imidazolyl)-3-methylindole), [H-].[Na+] (sodium hydride), oil. Solvent: O (water), CN(C=O)C (dimethylformamide), CN(C=O)C (dimethylformamide), CN(C=O)C (dimethylformamide). Yields the product Cl.C(=O)(O)CCCCCN1C(=C(C2=CC(=CC=C12)Cl)C)N1C=NC=C1 (1-(5-carboxypentyl)-5-chloro-2-(1-imidazolyl)-3-methylindole hydrochloride). As a reaction SMILES: [Cl:1][C:2]1[CH:3]=[C:4]2[C:8](=[CH:9][CH:10]=1)[NH:7][C:6]([N:11]1[CH:15]=[CH:14][N:13]=[CH:12]1)=[C:5]2[CH3:16].[H-].[Na+].Br[CH2:20][CH2:21][CH2:22][CH2:23][CH2:24][C:25]([OH:27])=[O:26]>CN(C)C=O.O>[ClH:1].[C:25]([CH2:24][CH2:23][CH2:22][CH2:21][CH2:20][N:7]1[C:8]2[C:4](=[CH:3][C:2]([Cl:1])=[CH:10][CH:9]=2)[C:5]([CH3:16])=[C:6]1[N:11]1[CH:15]=[CH:14][N:13]=[CH:12]1)([OH:27])=[O:26] |f:1.2,6.7|. Reported procedure: A solution of 5-chloro-2-(1-imidazolyl)-3-methylindole (0.37 g) in anhydrous dimethylformamide (4 ml is added dropwise to a suspension of a 50% dispersion of sodium hydride in mineral oil (0.17 g) in anhydrous dimethylformamide (3 ml) while stirring under nitrogen at 0°. The mixture is stirred at 0° for 1/2 hour. To the suspension is then added a solution of 6-bromohexanoic acid (0.35 g) in anhydrous dimethylformamide (4 ml) dropwise. The reaction mixture is stirred at 0° for 1/2 hour and then a...